From a dataset of the Open Reaction Database (ORD), a public repository of structured organic reaction records. describe an organic reaction: reactants, conditions, products, and yield The reactants are BrC1=C(C=C(C=C1)[N+](=O)[O-])C (2-bromo-5-nitrotoluene), C(#N)C1=CC=C(C=C1)B(O)O (4-cyanophenylboronic acid), [F-].[Cs+] (caesium fluoride), Tris(dibenzylideneacetone)dipalladiumn. Reagents/catalysts: CC1=C(C=CC=C1)P(C1=C(C=CC=C1)C)C1=C(C=CC=C1)C (tri-(2-methylphenyl)phosphine). The solvent is COCCOC (1,2-dimethoxyethane). Run at time 40 minute. The product is C(#N)C1=CC=C(C=C1)C1=C(C=C(C=C1)[N+](=O)[O-])C (1-(4-cyanophenyl)-2-methyl-4-nitrobenzene). The yield is 125.7%. As a reaction SMILES: Br[C:2]1[CH:7]=[CH:6][C:5]([N+:8]([O-:10])=[O:9])=[CH:4][C:3]=1[CH3:11].[C:12]([C:14]1[CH:19]=[CH:18][C:17](B(O)O)=[CH:16][CH:15]=1)#[N:13].[F-].[Cs+]>COCCOC.CC1C=CC=CC=1P(C1C=CC=CC=1C)C1C=CC=CC=1C>[C:12]([C:14]1[CH:19]=[CH:18][C:17]([C:2]2[CH:7]=[CH:6][C:5]([N+:8]([O-:10])=[O:9])=[CH:4][C:3]=2[CH3:11])=[CH:16][CH:15]=1)#[N:13] |f:2.3|. Procedure: A mixture of 2-bromo-5-nitrotoluene (7.05 gm, 32.67 mmol), 4-cyanophenylboronic acid (Tet. Lett., 1993, 34, 8237)(6.0 gm, 40.83 mmol), caesium fluoride (11.02 gm, 72.53 mmol) and tri-(2-methylphenyl)phosphine (1.0 gm, 3.27 mmol) in 1,2-dimethoxyethane (240 mL) were stirred under an atmosphere of nitrogen at room temperature for 40 mins. Tris(dibenzylideneacetone)dipalladiumn (1.50 gm, 1.63 mmol) was added and stirred for 10 mins at room temperature, then heated at 80° C. for 4 h. After being coo...